Dataset: the Open Reaction Database (ORD), a public repository of structured organic reaction records. Task: describe an organic reaction: reactants, conditions, products, and yield The reactants are Cl (HCl), C1=CC=C2C=CC3=CC=CC4=CC=C1C2=C34 (Pyrene), COC1=C(C(=O)Cl)C=CC(=C1)OC (2,4-dimethoxybenzoyl chloride), [Cl-].[Al+3].[Cl-].[Cl-] (aluminium chloride). Run in C(Cl)Cl (methylene chloride). Reaction conditions: temperature 0 celsius, time 2 hour. Yields the product C1(=CC=C2C=CC3=CC=CC4=CC=C1C2=C34)C(=O)C3=CC=C4C=CC2=CC=CC1=CC=C3C4=C21 (pyrenylketone). RXN SMILES: [CH:1]1[C:14]2[C:15]3=[C:16]4[C:11](=[CH:12][CH:13]=2)[CH:10]=[CH:9][CH:8]=[C:7]4[CH:6]=[CH:5][C:4]3=[CH:3][CH:2]=1.CO[C:19]1[CH:27]=[C:26](OC)[CH:25]=[CH:24][C:20]=1[C:21](Cl)=[O:22].[Cl-].[Al+3].[Cl-].[Cl-].Cl>C(Cl)Cl>[C:8]1([C:21]([C:20]2[C:19]3[C:27]4=[C:15]5[C:14](=[CH:13][CH:12]=3)[CH:1]=[CH:2][CH:3]=[C:4]5[CH:5]=[CH:6][C:26]4=[CH:25][CH:24]=2)=[O:22])[C:7]2[C:16]3=[C:15]4[C:4](=[CH:5][CH:6]=2)[CH:3]=[CH:2][CH:1]=[C:14]4[CH:13]=[CH:12][C:11]3=[CH:10][CH:9]=1 |f:2.3.4.5|. Procedure details: Pyrene (10,1 g; 0.05 mol) and 2,4-dimethoxybenzoyl chloride (10 g; 0.05 mol) were dissolved in 400 ml of anhydrous methylene chloride. Anhydrous aluminium chloride (6.6 g; 0.05 mol) was added to the reaction mixture in small portions over 1 h at 0° C. with intense stirring. The reaction mixture was stirred for another 2 h at 0° C., 2 h at rt and then poured onto a mixture of ice and HCl (500 ml) and transferred into a separating funnel. The organic layer was washed with water (1×500 ml), saturat...